From a dataset of the Open Reaction Database (ORD), a public repository of structured organic reaction records. describe an organic reaction: reactants, conditions, products, and yield Starting materials: C([O-])(O)=O.[Na+] (sodium bicarbonate), Br.NC=1C(=C(C=CC1)C1=CC=C(O1)C(=O)O)O (5-(3-amino-2-hydroxy-phenyl)-furan-2-carboxylic acid hydrobromide), CC=1CC(N(N1)C1=CC=2CCCCC2C=C1)=O (5-methyl-2-(5,6,7,8-tetrahydro-naphthalen-2-yl)-2,4-dihydro-pyrazol-3-one), N(=O)[O-].[Na+] (sodium nitrite). Run in Cl (hydrochloric acid). Run at time 20 minute. Product: OC1=C(C=CC=C1N\N=C/1\C(=NN(C1=O)C1=CC=2CCCCC2C=C1)C)C1=CC=C(O1)C(=O)O ((Z)-5-(2-hydroxy-3-{N′-[3-methyl-5-oxo-1-(5,6,7,8-tetrahydro-naphthalen-2-yl)-1,5-dihydro-pyrazol-4-ylidene]-hydrazino}-phenyl)-furan-2-carboxylic acid). The yield is 39.7%. As a reaction SMILES: Br.[NH2:2][C:3]1[C:4]([OH:17])=[C:5]([C:9]2[O:13][C:12]([C:14]([OH:16])=[O:15])=[CH:11][CH:10]=2)[CH:6]=[CH:7][CH:8]=1.[N:18]([O-])=O.[Na+].[CH3:22][C:23]1[CH2:24][C:25](=[O:38])[N:26]([C:28]2[CH:37]=[CH:36][C:35]3[CH2:34][CH2:33][CH2:32][CH2:31][C:30]=3[CH:29]=2)[N:27]=1.C(=O)(O)[O-].[Na+]>Cl>[OH:17][C:4]1[C:3]([NH:2]/[N:18]=[C:24]2/[C:23]([CH3:22])=[N:27][N:26]([C:28]3[CH:37]=[CH:36][C:35]4[CH2:34][CH2:33][CH2:32][CH2:31][C:30]=4[CH:29]=3)[C:25]/2=[O:38])=[CH:8][CH:7]=[CH:6][C:5]=1[C:9]1[O:13][C:12]([C:14]([OH:16])=[O:15])=[CH:11][CH:10]=1 |f:0.1,2.3,5.6|. Reported procedure: 5-(3-Amino-2-hydroxy-phenyl)-furan-2-carboxylic acid hydrobromide 4g (292 mg, 0.98 mmol) was dissolved in 3.3 mL of 1M hydrochloric acid upon cooling by an ice-water bath, followed by dropwise addition of 1.3 mL of sodium nitrite solution (74 mg, 1.07 mmol). After the mixture was stirred for 20 minutes, 5-methyl-2-(5,6,7,8-tetrahydro-naphthalen-2-yl)-2,4-dihydro-pyrazol-3-one 7c (200 mg, 0.88 mmol) was added. The mixture was adjusted to pH 8˜9 by batch addition of sodium bicarbonate solution (1....